Dataset: the Open Reaction Database (ORD), a public repository of structured organic reaction records. Task: describe an organic reaction: reactants, conditions, products, and yield Starting materials: CC(C)=O, CI, [K+], [K+], O=C([O-])[O-], Cc1c(C(=O)OC(C)(C)C)c(O)cc2c1C(=O)c1ccccc1C2=O. As a reaction SMILES: [CH3:34][C:35](=[O:36])[CH3:37].[CH3:7][I:8].[K+:1].[K+:2].[O-:3][C:4]([O-:5])=[O:6].[OH:9][c:10]1[c:11]([C:27](=[O:28])[O:29][C:30]([CH3:31])([CH3:32])[CH3:33])[c:12]([CH3:26])[c:13]2[c:22]([cH:23]1)[C:21](=[O:24])[c:20]1[c:15]([cH:16][cH:17][cH:18][cH:19]1)[C:14]2=[O:25]>>[CH3:4][O:9][c:10]1[c:11]([C:27](=[O:28])[O:29][C:30]([CH3:31])([CH3:32])[CH3:33])[c:12]([CH3:26])[c:13]2[c:22]([cH:23]1)[C:21](=[O:24])[c:20]1[c:15]([cH:16][cH:17][cH:18][cH:19]1)[C:14]2=[O:25]. Yields the product COc1cc2c(c(C)c1C(=O)OC(C)(C)C)C(=O)c1ccccc1C2=O. Reactants: C(=O)(OC(C)(C)C)N1[C@@H](CO)CCC1 ((R)-N-Boc prolinol), C(=O)(OCC1=CC=CC=C1)N1[C@H](CO)CCC1 (CBZ-prolinol). The product is C(=O)(OC(C)(C)C)N1[C@H](CCC1)C=O ((R)-N-Boc-2-Formyl-pyrrolidine). As a reaction SMILES: [C:1]([N:8]1[CH2:14][CH2:13][CH2:12][C@@H:9]1[CH2:10][OH:11])([O:3][C:4]([CH3:7])([CH3:6])[CH3:5])=[O:2].C(N1CCC[C@H]1CO)(OCC1C=CC=CC=1)=O>>[C:1]([N:8]1[CH2:14][CH2:13][CH2:12][C@@H:9]1[CH:10]=[O:11])([O:3][C:4]([CH3:7])([CH3:6])[CH3:5])=[O:2]. Procedure: (R)-N-Boc-2-Formyl-pyrrolidine was prepared by Swern oxidation of (R)-N-Boc prolinol (Fluka) using the procedure for the oxidation of CBZ-prolinol described by of M. G. B. Drew et al. supra.